This data is from the Open Reaction Database (ORD), a public repository of structured organic reaction records. The task is: describe an organic reaction: reactants, conditions, products, and yield Reactants: ClC1=CC=C2C(=C1NC1=NC=NC3=CC(=CC(=C13)OC1CCN(CC1)C)O)OCO2 (4-(6-chloro-2,3-methylenedioxyanilino)-7-hydroxy-5-(N-methylpiperidin-4-yloxy)quinazoline). Solvent: C(C(C)C)O (isobutanol). Product: ClC1=CC=C2C(=C1NC1=NC=NC3=CC(=CC(=C13)OC1CCN(CC1)C)OCC(C)C)OCO2 (4-(6-chloro-2,3-methylenedioxyanilino)-7-isobutoxy-5-(N-methylpiperidin-4-yloxy)quinazoline). RXN SMILES: [Cl:1][C:2]1[C:7]([NH:8][C:9]2[C:18]3[C:13](=[CH:14][C:15]([OH:27])=[CH:16][C:17]=3[O:19][CH:20]3[CH2:25][CH2:24][N:23]([CH3:26])[CH2:22][CH2:21]3)[N:12]=[CH:11][N:10]=2)=[C:6]2[O:28][CH2:29][O:30][C:5]2=[CH:4][CH:3]=1>C(O)C(C)C>[Cl:1][C:2]1[C:7]([NH:8][C:9]2[C:18]3[C:13](=[CH:14][C:15]([O:27][CH2:17][CH:18]([CH3:13])[CH3:9])=[CH:16][C:17]=3[O:19][CH:20]3[CH2:25][CH2:24][N:23]([CH3:26])[CH2:22][CH2:21]3)[N:12]=[CH:11][N:10]=2)=[C:6]2[O:28][CH2:29][O:30][C:5]2=[CH:4][CH:3]=1. Procedure details: Using an analogous procedure to that described in Example 51, 4-(6-chloro-2,3-methylenedioxyanilino)-7-hydroxy-5-(N-methylpiperidin-4-yloxy)quinazoline was reacted with isobutanol to give the title compound; NMR Spectrum: (CDCl3) 1.05 (d, 6H), 1.95-2.05 (m, 2H), 2.08-2.28 (m, 3H), 2.3 (s, 3H), 2.3-2.4 (m, 2H), 2.7 (br s, 2H), 3.82 (d, 2H), 4.6 (m, 1H), 6.03 (s, 2H), 6.5 (s, 1H), 6.7 (d, 1H), 6.8 (s, 1H), 6.95 (d, 1H), 8.5 (s, 1H), 9.25 (s, 1H); Mass Spectrum: M+H+ 485 and 487. Reactants: CN1C[C@H](C=C2C=3C=CC(=C4NCC(C[C@@H]12)C34)[N+](=O)[O-])NC(N(CC)CC)=O (3-(9,10-didehydro-2,3-dihydro-6-methyl-14-nitro-8α-ergolinyl)-1,1-diethylurea), [Cr](=O)(=O)([O-])O[Cr](=O)(=O)[O-].[NH+]1=CC=CC=C1.[NH+]1=CC=CC=C1 (pyridinium dichromate). Solvent: C(Cl)Cl (methylene chloride), O (water), C(Cl)Cl (methylene chloride). Reaction conditions: time 1 hour. The product is CN1C[C@H](C=C2C=3C=CC(=C4NC=C(C[C@@H]12)C34)[N+](=O)[O-])NC(N(CC)CC)=O (3-(9,10-didehydro-6-methyl-14-nitro-8α-ergolinyl)-1,1-diethylurea). Yield: 46.9%. RXN SMILES: [CH3:1][N:2]1[C@H:16]2[C:6]([C:7]3[CH:8]=[CH:9][C:10]([N+:18]([O-:20])=[O:19])=[C:11]4[C:17]=3[CH:14]([CH2:15]2)[CH2:13][NH:12]4)=[CH:5][C@H:4]([NH:21][C:22](=[O:28])[N:23]([CH2:26][CH3:27])[CH2:24][CH3:25])[CH2:3]1.[Cr](O[Cr]([O-])(=O)=O)([O-])(=O)=O.[NH+]1C=CC=CC=1.[NH+]1C=CC=CC=1>C(Cl)Cl.O>[CH3:1][N:2]1[C@H:16]2[C:6]([C:7]3[CH:8]=[CH:9][C:10]([N+:18]([O-:20])=[O:19])=[C:11]4[C:17]=3[C:14]([CH2:15]2)=[CH:13][NH:12]4)=[CH:5][C@H:4]([NH:21][C:22](=[O:28])[N:23]([CH2:26][CH3:27])[CH2:24][CH3:25])[CH2:3]1 |f:1.2.3|. Procedure: A solution is prepared from 150 mg of 3-(9,10-didehydro-2,3-dihydro-6-methyl-14-nitro-8α-ergolinyl)-1,1-diethylurea in 5 ml of methylene chloride; 250 mg of pyridinium dichromate, dissolved in 2 ml of methylene chloride, is added to the reaction mixture and the latter is agitated for one hour at room temperature. Then the mixture is diluted with water, extracted by shaking with methylene chloride, the organic phase is dried and evaporated. The residue is chromatographed on silica gel with methyl... Reaction SMILES: [C:1]1([CH:7]=[CH:8][C:9]2[CH:13]=[C:12]([CH2:14][CH2:15][CH:16]=O)[O:11][N:10]=2)[CH:6]=[CH:5][CH:4]=[CH:3][CH:2]=1.[F:18][C:19]([F:34])([F:33])[C:20]1[CH:32]=[CH:31][CH:30]=[CH:29][C:21]=1[CH2:22][N:23]1[CH2:28][CH2:27][NH:26][CH2:25][CH2:24]1.[BH-](OC(C)=O)(OC(C)=O)OC(C)=O.[Na+]>C(Cl)Cl>[C:1]1([CH:7]=[CH:8][C:9]2[CH:13]=[C:12]([CH2:14][CH2:15][CH2:16][N:26]3[CH2:25][CH2:24][N:23]([CH2:22][C:21]4[CH:29]=[CH:30][CH:31]=[CH:32][C:20]=4[C:19]([F:33])([F:34])[F:18])[CH2:28][CH2:27]3)[O:11][N:10]=2)[CH:6]=[CH:5][CH:4]=[CH:3][CH:2]=1 |f:2.3|. The reactants are C1(=CC=CC=C1)C=CC1=NOC(=C1)CCC=O (3-[3-(2-phenylvinyl)isoxazol-5-yl]propanal), FC(C1=C(CN2CCNCC2)C=CC=C1)(F)F (1-[2-(trifluoromethyl)benyl]piperazine), [BH-](OC(=O)C)(OC(=O)C)OC(=O)C.[Na+] (NaBH(OAc)3). The product is C1(=CC=CC=C1)C=CC1=NOC(=C1)CCCN1CCN(CC1)CC1=C(C=CC=C1)C(F)(F)F (3-(2-Phenylvinyl)-5-[3-(4-{[2-(trifluoromethyl)phenyl]methyl}piperazinyl)propyl]isoxazole). The yield is 76.8%. Procedure: About 2 min after dissolving 3-[3-(2-phenylvinyl)isoxazol-5-yl]propanal (10 mg, 0.05 mmol) and 1-[2-(trifluoromethyl)benyl]piperazine (9.2, 0.04 mmol) in 2 mL of dry methylene chloride, were added NaBH(OAc)3 (28 mg, 0.13 mmol) and molecular sieves (5 beads). The reaction mixture was reacted for 16.4 hr and followed the same processes as in Example 1 to obtain 14 mg (69.8%) of the target compound. Solvent: C(Cl)Cl (methylene chloride). Starting materials: O=C([O-])O, CN(C)CCn1ccc2cc(N)ccc21, CCO, ClCCl, I, [Na+], CSC(=N)c1cccs1. Yields the product CN(C)CCn1ccc2cc(NC(=N)c3cccs3)ccc21. Reaction SMILES: [C:32](=[O:33])([OH:34])[O-:35].[CH3:1][N:2]([CH2:3][CH2:4][n:5]1[cH:6][cH:7][c:8]2[cH:9][c:10]([NH2:14])[cH:11][cH:12][c:13]12)[CH3:15].[CH3:29][CH2:30][OH:31].[Cl:26][CH2:27][Cl:28].[IH:16].[Na+:36].[s:17]1[c:18]([C:22](=[NH:23])[S:24][CH3:25])[cH:19][cH:20][cH:21]1>>[CH3:1][N:2]([CH2:3][CH2:4][n:5]1[cH:6][cH:7][c:8]2[cH:9][c:10]([NH:14][C:22]([c:18]3[s:17][cH:21][cH:20][cH:19]3)=[NH:23])[cH:11][cH:12][c:13]12)[CH3:15]. Reactants: C1(CCC1)C(=O)[O-] (cyclobutanecarboxylate), C(C)(C)(C)OC(=O)N1CC(C1)C(=O)OC (methyl 1-tert-butoxycarbonylazetidine-3-carboxylate). Reaction SMILES: [CH:1]1([C:5]([O-:7])=[O:6])[CH2:4][CH2:3][CH2:2]1.[C:8]([O:12][C:13]([N:15]1CC(C(OC)=O)[CH2:16]1)=[O:14])([CH3:11])([CH3:10])[CH3:9]>>[C:8]([O:12][C:13]([N:15]1[CH2:4][C:1]([CH2:2][CH3:3])([C:5]([OH:7])=[O:6])[CH2:16]1)=[O:14])([CH3:11])([CH3:10])[CH3:9]. Procedure: The title compound was prepared following the procedure described for Reference Example 10 substituting cyclobutanecarboxylate with methyl 1-tert-butoxycarbonylazetidine-3-carboxylate. 1H NMR (500 MHz, CD3OD): δ 4.12 (d, 2H), 3.70 (d, 2H), 1.82 (q, 2H), 1.42 (s, 9H), 0.90 (t, 3H). The product is C(C)(C)(C)OC(=O)N1CC(C1)(C(=O)O)CC (1-tert-Butoxycarbonyl-3-ethylazetidine-3-carboxylic Acid). Reactants: CC(=O)Nc1c(I)c(NC(C)=O)c(I)c(C(=O)N(C)CC(=O)O)c1I, CN(C)C=O, O=[N+]([O-])c1ccccc1O, C1CCOC1. Product: CC(=O)Nc1c(I)c(NC(C)=O)c(I)c(C(=O)N(C)CC(=O)Oc2ccccc2[N+](=O)[O-])c1I. RXN SMILES: [C:1]([CH3:2])(=[O:3])[NH:4][c:5]1[c:6]([I:25])[c:7]([C:8](=[O:9])[N:10]([CH3:11])[CH2:12][C:13](=[O:14])[OH:15])[c:16]([I:24])[c:17]([NH:20][C:21]([CH3:22])=[O:23])[c:18]1[I:19].[CH3:41][N:42]([CH3:43])[CH:44]=[O:45].[N+:26](=[O:27])([O-:28])[c:29]1[c:30]([OH:35])[cH:31][cH:32][cH:33][cH:34]1.[O:36]1[CH2:37][CH2:38][CH2:39][CH2:40]1>>[C:1]([CH3:2])(=[O:3])[NH:4][c:5]1[c:6]([I:25])[c:7]([C:8](=[O:9])[N:10]([CH3:11])[CH2:12][C:13]([O:14][c:30]2[c:29]([N+:26](=[O:27])[O-:28])[cH:34][cH:33][cH:32][cH:31]2)=[O:15])[c:16]([I:24])[c:17]([NH:20][C:21]([CH3:22])=[O:23])[c:18]1[I:19]. Reactants: CC(CCC=C)=O (5-hexen-2-one), C(CO)O (ethylene glycol), C1(=CC=CC=C1)C (toluene). The reagents and catalysts are O.C1(=CC=C(C=C1)S(=O)(=O)O)C (p-toluenesulfonic acid monohydrate). Solvent: O (water), O (water). The product is CC1(OCCO1)CCC=C (2-Methyl-2-(3-butenyl)-1,3-dioxolane). Yield: 46.4%. RXN SMILES: [CH3:1][C:2](=[O:7])[CH2:3][CH2:4][CH:5]=[CH2:6].[CH2:8](O)[CH2:9][OH:10].C1(C)C=CC=CC=1>O.C1(C)C=CC(S(O)(=O)=O)=CC=1.O>[CH3:1][C:2]1([CH2:3][CH2:4][CH:5]=[CH2:6])[O:10][CH2:9][CH2:8][O:7]1 |f:3.4|. Procedure details: In a 200 mL RB flask, 5-hexen-2-one (37.18 g, 0.3788 mol) was mixed with ethylene glycol (23.49 g, 0.3788 mol), 0.72 g p-toluenesulfonic acid monohydrate and 40 mL toluene. A graduated water collector and a reflux condenser were connected to the flask. The mixture was refluxed overnight. The reaction was completed as shown by the amount of water collected (ca. 7 mL). After evaporation of toluene, the mixture was distilled under reduced pressure to gave 25 g of pure product. 1H NMR(CDCl3): δ1.31(... Starting materials: O=C1CCC(=O)N1Cl, ClCCl, CN1CCN(C(=O)c2cc3ccccc3[nH]2)CC1. Product: CN1CCN(C(=O)c2[nH]c3ccccc3c2Cl)CC1. RXN SMILES: [Cl:19][N:20]1[C:21](=[O:22])[CH2:23][CH2:24][C:25]1=[O:26].[Cl:27][CH2:28][Cl:29].[nH:1]1[c:2]([C:10](=[O:11])[N:12]2[CH2:13][CH2:14][N:15]([CH3:18])[CH2:16][CH2:17]2)[cH:3][c:4]2[cH:5][cH:6][cH:7][cH:8][c:9]12>>[nH:1]1[c:2]([C:10](=[O:11])[N:12]2[CH2:13][CH2:14][N:15]([CH3:18])[CH2:16][CH2:17]2)[c:3]([Cl:19])[c:4]2[cH:5][cH:6][cH:7][cH:8][c:9]12.